From a dataset of the Open Reaction Database (ORD), a public repository of structured organic reaction records. describe an organic reaction: reactants, conditions, products, and yield Starting materials: O=C([O-])[O-], COC(=O)c1cc(N)cc(C(F)(F)F)c1, CN(C)C=O, CCI, [K+], [K+]. Yields the product CCNc1cc(C(=O)OC)cc(C(F)(F)F)c1. RXN SMILES: [C:16](=[O:17])([O-:18])[O-:19].[CH3:1][O:2][C:3]([c:4]1[cH:5][c:6]([NH2:14])[cH:7][c:8]([C:10]([F:11])([F:12])[F:13])[cH:9]1)=[O:15].[CH3:25][N:26]([CH3:27])[CH:28]=[O:29].[I:22][CH2:23][CH3:24].[K+:20].[K+:21]>>[CH3:1][O:2][C:3]([c:4]1[cH:5][c:6]([NH:14][CH2:23][CH3:24])[cH:7][c:8]([C:10]([F:11])([F:12])[F:13])[cH:9]1)=[O:15]. Reactants: O=C1N(CCN1)C=1C=C(C(=O)[O-])C=CN1 (2-(2-oxoimidazolidin-1-yl)isonicotinate), O=C1N(C=NN1)C=1C=C(C(=O)OC)C=CN1 (methyl 2-(5-oxo-1H-1,2,4-triazol-4(5H)-yl)isonicotinate), BrCC1=CC=C(C=C1)F (1-(bromomethyl)-4-fluorobenzene). Product: FC1=CC=C(CN2N=CN(C2=O)C=2C=C(C(=O)OC)C=CN2)C=C1 (methyl 2-(1-(4-fluorobenzyl)-5-oxo-1H-1,2,4-triazol-4(5H)-yl)isonicotinate). The yield is 65.0%. As a reaction SMILES: O=C1NCCN1C1C=C(C=CN=1)C([O-])=O.[O:16]=[C:17]1[NH:21][N:20]=[CH:19][N:18]1[C:22]1[CH:23]=[C:24]([CH:29]=[CH:30][N:31]=1)[C:25]([O:27][CH3:28])=[O:26].Br[CH2:33][C:34]1[CH:39]=[CH:38][C:37]([F:40])=[CH:36][CH:35]=1>>[F:40][C:37]1[CH:38]=[CH:39][C:34]([CH2:33][N:21]2[C:17](=[O:16])[N:18]([C:22]3[CH:23]=[C:24]([CH:29]=[CH:30][N:31]=3)[C:25]([O:27][CH3:28])=[O:26])[CH:19]=[N:20]2)=[CH:35][CH:36]=1. Reported procedure: Following the procedure as described in Preparation 17, making variations as required to replace 2-(2-oxoimidazolidin-1-yl)isonicotinate with methyl 2-(5-oxo-1H-1,2,4-triazol-4(5H)-yl)isonicotinate to react with 1-(bromomethyl)-4-fluorobenzene, methyl 2-(1-(4-fluorobenzyl)-5-oxo-1H-1,2,4-triazol-4(5H)-yl)isonicotinate was obtained as a colorless solid in 65% yield: MS (ES+) m/z 328.9 (M+1). Reactants: BrC=1C=C2C(=C(C=NC2=CC1)C(=O)C1CC1)Cl ((6-bromo-4-chloroquinolin-3-yl)(cyclopropyl)methanone), CN(C)CC=1C=C(N)C=CC1 (3-((dimethylamino)methyl)aniline). The product is BrC=1C=C2C(=C(C=NC2=CC1)C(=O)C1CC1)NC1=CC(=CC=C1)CN(C)C ((6-bromo-4-(3-((dimethylamino)methyl)phenylamino)quinolin-3-yl)(cyclopropyl)methanone). Yield: 80.8%. Reaction SMILES: [Br:1][C:2]1[CH:3]=[C:4]2[C:9](=[CH:10][CH:11]=1)[N:8]=[CH:7][C:6]([C:12]([CH:14]1[CH2:16][CH2:15]1)=[O:13])=[C:5]2Cl.[CH3:18][N:19]([CH2:21][C:22]1[CH:23]=[C:24]([CH:26]=[CH:27][CH:28]=1)[NH2:25])[CH3:20]>>[Br:1][C:2]1[CH:3]=[C:4]2[C:9](=[CH:10][CH:11]=1)[N:8]=[CH:7][C:6]([C:12]([CH:14]1[CH2:16][CH2:15]1)=[O:13])=[C:5]2[NH:25][C:24]1[CH:26]=[CH:27][CH:28]=[C:22]([CH2:21][N:19]([CH3:20])[CH3:18])[CH:23]=1. Procedure: Following General procedure C, (6-bromo-4-chloroquinolin-3-yl)(cyclopropyl)methanone (311 mg, 1 mmol) was reacted with 3-((dimethylamino)methyl)aniline (226 mg, 1.5 mmol) to afford the desired product (343 mg, 810%) as a yellow solid: ESI MS m/z 424 [C22H22BrN3O+H]+. Starting materials: C(C1=CC=CC=C1)OC1(CCCC2=CC=CC=C12)C(=O)NC1=CC=C(C=C1)OC (benzyloxy -N-(4-methoxyphenyl)-1,2,3,4-tetrahydronaphthalene-1-carboxamide), ClCC=1N=C(SC1)C (4-(chloromethyl)-2-methylthiazole). The product is C(C1=CC=CC=C1)OC1(CCCC2=CC=CC=C12)C(=O)N(CC=1N=C(SC1)C)C1=CC=C(C=C1)OC (benzyloxy-N-(4-methoxyphenyl)-N-[(2-methylthiazol-4-yl)methyl]-1,2,3,4-tetrahydronaphthalene-1-carboxamide). The yield is 78.9%. As a reaction SMILES: [CH2:1]([O:8][C:9]1([C:19]([NH:21][C:22]2[CH:27]=[CH:26][C:25]([O:28][CH3:29])=[CH:24][CH:23]=2)=[O:20])[C:18]2[C:13](=[CH:14][CH:15]=[CH:16][CH:17]=2)[CH2:12][CH2:11][CH2:10]1)[C:2]1[CH:7]=[CH:6][CH:5]=[CH:4][CH:3]=1.Cl[CH2:31][C:32]1[N:33]=[C:34]([CH3:37])[S:35][CH:36]=1>>[CH2:1]([O:8][C:9]1([C:19]([N:21]([C:22]2[CH:27]=[CH:26][C:25]([O:28][CH3:29])=[CH:24][CH:23]=2)[CH2:31][C:32]2[N:33]=[C:34]([CH3:37])[S:35][CH:36]=2)=[O:20])[C:18]2[C:13](=[CH:14][CH:15]=[CH:16][CH:17]=2)[CH2:12][CH2:11][CH2:10]1)[C:2]1[CH:3]=[CH:4][CH:5]=[CH:6][CH:7]=1. Reported procedure: By the reaction and treatment in the same manner as in Example 132 using 5 benzyloxy -N-(4-methoxyphenyl)-1,2,3,4-tetrahydronaphthalene-1-carboxamide (0.63 g) and 4-(chloromethyl)-2-methylthiazole (0.30 g) as starting materials, 5 benzyloxy-N-(4-methoxyphenyl)-N-[(2-methylthiazol-4-yl)methyl]-1,2,3,4-tetrahydronaphthalene-1-carboxamide (0.64 g) was obtained. By the reaction and treatment in the same manner as in Example 133 using this compound (0.50 g), 5-hydroxy-N-(4-methoxyphenyl)-N-1(2-methyl... The reactants are CC(C)O, Cl, ClCCCN1CCOCC1, O=c1oc2ccccc2c(O)c1-c1ccccc1. Yields the product O=c1oc2ccccc2c(OCCCN2CCOCC2)c1-c1ccccc1. Reaction SMILES: [CH:30]([OH:31])([CH3:32])[CH3:33].[ClH:19].[O:20]1[CH2:21][CH2:22][N:23]([CH2:26][CH2:27][CH2:28][Cl:29])[CH2:24][CH2:25]1.[OH:1][c:2]1[c:3](-[c:13]2[cH:14][cH:15][cH:16][cH:17][cH:18]2)[c:4](=[O:12])[o:5][c:6]2[cH:7][cH:8][cH:9][cH:10][c:11]12>>[O:1]([c:2]1[c:3](-[c:13]2[cH:14][cH:15][cH:16][cH:17][cH:18]2)[c:4](=[O:12])[o:5][c:6]2[cH:7][cH:8][cH:9][cH:10][c:11]12)[CH2:28][CH2:27][CH2:26][N:23]1[CH2:22][CH2:21][O:20][CH2:25][CH2:24]1.